This data is from the Open Reaction Database (ORD), a public repository of structured organic reaction records. The task is: describe an organic reaction: reactants, conditions, products, and yield Reported procedure: A solution of 6.8 g (6.75 mmol) of N-[N-[N-[N-[N-[3-(tert-butoxycarbonyl)propionyl]-O-tert-butyl-L-α-aspartyl]-O-tert-butyl-L-α-glutamyl]-2-methyl-L-phenylalanyl]-3-methyl-L-valyl]-L-leucine benzyl ester in 200 ml of dimethylformamide was hydrogenated over 600 mg of 10% palladium/carbon for 1 hour. The catalyst was removed by filtration and the filtrate was evaporated to give 15 g of crude product which was chromatographed on silica gel using 10-15% methanol in dichloromethane for the elution to... Starting materials: C(C1=CC=CC=C1)OC([C@@H](NC([C@@H](NC([C@@H](NC([C@@H](NC([C@@H](NC(CCC(=O)OC(C)(C)C)=O)CC(OC(C)(C)C)=O)=O)CCC(OC(C)(C)C)=O)=O)CC1=C(C=CC=C1)C)=O)C(C)(C)C)=O)CC(C)C)=O (N-[N-[N-[N-[N-[3-(tert-butoxycarbonyl)propionyl]-O-tert-butyl-L-α-aspartyl]-O-tert-butyl-L-α-glutamyl]-2-methyl-L-phenylalanyl]-3-methyl-L-valyl]-L-leucine benzyl ester). Reagents/catalysts: [Pd] (palladium/carbon). RXN SMILES: C([O:8][C:9](=[O:72])[C@H:10]([CH2:68][CH:69]([CH3:71])[CH3:70])[NH:11][C:12](=[O:67])[C@H:13]([C:63]([CH3:66])([CH3:65])[CH3:64])[NH:14][C:15](=[O:62])[C@H:16]([CH2:54][C:55]1[CH:60]=[CH:59][CH:58]=[CH:57][C:56]=1[CH3:61])[NH:17][C:18](=[O:53])[C@H:19]([CH2:44][CH2:45][C:46](=[O:52])[O:47][C:48]([CH3:51])([CH3:50])[CH3:49])[NH:20][C:21](=[O:43])[C@H:22]([CH2:35][C:36](=[O:42])[O:37][C:38]([CH3:41])([CH3:40])[CH3:39])[NH:23][C:24](=[O:34])[CH2:25][CH2:26][C:27]([O:29][C:30]([CH3:33])([CH3:32])[CH3:31])=[O:28])C1C=CC=CC=1>CN(C)C=O.[Pd]>[C:30]([O:29][C:27]([CH2:26][CH2:25][C:24]([NH:23][C@H:22]([C:21]([NH:20][C@H:19]([C:18]([NH:17][C@H:16]([C:15]([NH:14][C@H:13]([C:12]([NH:11][C@H:10]([C:9]([OH:72])=[O:8])[CH2:68][CH:69]([CH3:70])[CH3:71])=[O:67])[C:63]([CH3:66])([CH3:65])[CH3:64])=[O:62])[CH2:54][C:55]1[CH:60]=[CH:59][CH:58]=[CH:57][C:56]=1[CH3:61])=[O:53])[CH2:44][CH2:45][C:46](=[O:52])[O:47][C:48]([CH3:49])([CH3:50])[CH3:51])=[O:43])[CH2:35][C:36](=[O:42])[O:37][C:38]([CH3:41])([CH3:40])[CH3:39])=[O:34])=[O:28])([CH3:31])([CH3:33])[CH3:32]. Product: C(C)(C)(C)OC(=O)CCC(=O)N[C@@H](CC(OC(C)(C)C)=O)C(=O)N[C@@H](CCC(OC(C)(C)C)=O)C(=O)N[C@@H](CC1=C(C=CC=C1)C)C(=O)N[C@@H](C(C)(C)C)C(=O)N[C@@H](CC(C)C)C(=O)O (N-[N-[N-[N-[N-[3-(tert-butoxycarbonyl)propionyl]-O-tert-butyl-L-α-aspartyl]-O-tert-butyl-L-α-glutamyl]-2-methyl-L-phenylalanyl]-3-methyl-L-valyl]-L-leucine). The solvent is CN(C=O)C (dimethylformamide). The yield is 96.8%. Reactants: CCN1C(=O)C(C)(C)c2cc3[nH]c(-c4n[nH]cc4N)nc3cc21, O=C(Cl)Cc1ccccc1. The product is CCN1C(=O)C(C)(C)c2cc3[nH]c(-c4n[nH]cc4NC(=O)Cc4ccccc4)nc3cc21. As a reaction SMILES: [NH2:1][c:2]1[c:3](-[c:7]2[n:8][c:9]3[c:10]([cH:11][c:12]4[c:16]([cH:17]3)[N:15]([CH2:18][CH3:19])[C:14](=[O:20])[C:13]4([CH3:21])[CH3:22])[nH:23]2)[n:4][nH:5][cH:6]1.[c:24]1([CH2:30][C:31](=[O:32])[Cl:33])[cH:25][cH:26][cH:27][cH:28][cH:29]1>>[NH:1]([c:2]1[c:3](-[c:7]2[n:8][c:9]3[c:10]([cH:11][c:12]4[c:16]([cH:17]3)[N:15]([CH2:18][CH3:19])[C:14](=[O:20])[C:13]4([CH3:21])[CH3:22])[nH:23]2)[n:4][nH:5][cH:6]1)[C:31]([CH2:30][c:24]1[cH:25][cH:26][cH:27][cH:28][cH:29]1)=[O:32]. Reactants: C(=O)C1=CC(=C(C(=C1)C)OS(=O)(=O)C(F)(F)F)C (trifluoromethanesulfonic acid 4-formyl-2,6-dimethyl-phenyl ester), C1(=CC=CC=C1)P(C1=CC=CC=C1)C1=CC=CC=C1 (triphenylphosphine), [Li+].[Cl-] (LiCl), C(C)(C)(C)C1=C(C(=CC(=C1)C)C(C)(C)C)O (2,6-di-tert.-butyl-4-methylphenol). Reagents/catalysts: Cl[Pd]([P](C1=CC=CC=C1)(C2=CC=CC=C2)C3=CC=CC=C3)([P](C4=CC=CC=C4)(C5=CC=CC=C5)C6=CC=CC=C6)Cl (bis(triphenylphosphine)palladium dichloride). Run in CN(C)C=O (DMF), C(C=C)[Sn](CCCC)(CCCC)CCCC (allyltributylstannane), O (water), C(C=C)[Sn](CCCC)(CCCC)CCCC (allyltributylstannane). Run at temperature 120 celsius, time 1 hour. The product is C(C=C)C1=C(C=C(C=O)C=C1C)C (4-allyl-3,5-dimethyl-benzaldehyde). Yield: 114.8%. RXN SMILES: [CH:1]([C:3]1[CH:8]=[C:7]([CH3:9])[C:6](OS(C(F)(F)F)(=O)=O)=[C:5]([CH3:18])[CH:4]=1)=[O:2].[C:19]1(P(C2C=CC=CC=2)C2C=CC=CC=2)[CH:24]=CC=C[CH:20]=1.[Li+].[Cl-].C(C1C=C(C)C=C(C(C)(C)C)C=1O)(C)(C)C>CN(C=O)C.C([Sn](CCCC)(CCCC)CCCC)C=C.O.Cl[Pd](Cl)([P](C1C=CC=CC=1)(C1C=CC=CC=1)C1C=CC=CC=1)[P](C1C=CC=CC=1)(C1C=CC=CC=1)C1C=CC=CC=1>[CH2:24]([C:6]1[C:7]([CH3:9])=[CH:8][C:3]([CH:1]=[O:2])=[CH:4][C:5]=1[CH3:18])[CH:19]=[CH2:20] |f:2.3,^1:80,99|. Reported procedure: To a solution of trifluoromethanesulfonic acid 4-formyl-2,6-dimethyl-phenyl ester (3.13 g, 11.1 mmol), bis(triphenylphosphine)palladium dichloride (682 mg, 0.972 mmol), triphenylphosphine (1.76 g, 6.7 mmol), LiCl (3.98 g, 93.8 mmol) and a trace of 2,6-di-tert.-butyl-4-methylphenol in DMF (30 mL), allyltributylstannane (2 mL) is added. The mixture is heated to 120° C. and stirred for 2 h before another portion of allyltributylstannane (2 mL) is added. Stirring is continued at 120° C. for 1 h. The... Starting materials: [BH4-].[BH4-].[BH4-].[BH4-].[Na+].[Na+].[Na+].[Na+] (sodium tetraborohydride), CN1C(=C(C2=CC=CC=C12)C(C(=O)OCC)=O)C1=CC=CC=C1 (ethyl (1-methyl-2-phenyl-1H-indol-3-yl)-oxo-acetate), O (water). Yields the product OC(C(=O)OCC)C1=C(N(C2=CC=CC=C12)C)C1=CC=CC=C1 (ethyl hydroxy-(1-methyl-2-phenyl-1H-indol-3-yl)-acetate). Reported procedure: At 0° C., sodium tetraborohydride (78 mg, 2 mmol) was added to a solution of ethyl (1-methyl-2-phenyl-1H-indol-3-yl)-oxo-acetate (8a) (630 mg, 2.05 mmol) in a mixture of tetrahydrofuran (10 mL) and methanol (15 mL). The mixture was stirred at room temperature for 2 hours and then hydrolyzed with water. Methanol and tetrahydrofuran were removed under reduced pressure and the residue was diluted with dichloromethane. The organic layer was washed with water, brine, dried over sodium sulfate, filter... Run in O1CCCC1 (tetrahydrofuran), CO (methanol). Isolated yield 69.3%. Reaction conditions: time 2 hour. Reaction SMILES: [BH4-].[BH4-].[BH4-].[BH4-].[Na+].[Na+].[Na+].[Na+].[CH3:9][N:10]1[C:18]2[C:13](=[CH:14][CH:15]=[CH:16][CH:17]=2)[C:12]([C:19](=[O:25])[C:20]([O:22][CH2:23][CH3:24])=[O:21])=[C:11]1[C:26]1[CH:31]=[CH:30][CH:29]=[CH:28][CH:27]=1.O>O1CCCC1.CO>[OH:25][CH:19]([C:12]1[C:13]2[C:18](=[CH:17][CH:16]=[CH:15][CH:14]=2)[N:10]([CH3:9])[C:11]=1[C:26]1[CH:27]=[CH:28][CH:29]=[CH:30][CH:31]=1)[C:20]([O:22][CH2:23][CH3:24])=[O:21] |f:0.1.2.3.4.5.6.7|. Starting materials: FC1=C2C=C(NC2=CC=C1)C1=C(C=CC(=N1)C=1C(=CC2=C(C(=C(O2)C2=CC=C(C=C2)F)C(=O)NC)C1)N(S(=O)(=O)C)C)C=CCCO (5-(6-(4-fluoro-1H-indol-2-yl)-5-(4-hydroxybut-1-en-1-yl)pyridin-2-yl)-2-(4-fluorophenyl)-N-methyl-6-(N-methylmethylsulfonamido)benzofuran-3-carboxamide), K3PO4.3H2O. Run in O (H2O), CC(=O)N(C)C (DMAc). Conditions: time 3 hour. The product is FC=1C=2C=C3N(C(CC=4C=CC(=NC34)C=3C(=CC4=C(C(=C(O4)C4=CC=C(C=C4)F)C(=O)NC)C3)N(S(=O)(=O)C)C)CCO)C2C=CC1 (5-(11-fluoro-6-(2-hydroxyethyl)-5,6-dihydroindolo[1,2-h][1,7]naphthyridin-2-yl)-2-(4-fluorophenyl)-N-methyl-6-(N-methylmethylsulfonamido)benzofuran-3-carboxamide). Yield: 33.3%. Reaction SMILES: [F:1][C:2]1[CH:10]=[CH:9][CH:8]=[C:7]2[C:3]=1[CH:4]=[C:5]([C:11]1[N:16]=[C:15]([C:17]3[C:18]([N:37]([CH3:42])[S:38]([CH3:41])(=[O:40])=[O:39])=[CH:19][C:20]4[O:24][C:23]([C:25]5[CH:30]=[CH:29][C:28]([F:31])=[CH:27][CH:26]=5)=[C:22]([C:32]([NH:34][CH3:35])=[O:33])[C:21]=4[CH:36]=3)[CH:14]=[CH:13][C:12]=1[CH:43]=[CH:44][CH2:45][CH2:46][OH:47])[NH:6]2>CC(N(C)C)=O.O>[F:1][C:2]1[C:3]2[CH:4]=[C:5]3[C:11]4[N:16]=[C:15]([C:17]5[C:18]([N:37]([CH3:42])[S:38]([CH3:41])(=[O:40])=[O:39])=[CH:19][C:20]6[O:24][C:23]([C:25]7[CH:30]=[CH:29][C:28]([F:31])=[CH:27][CH:26]=7)=[C:22]([C:32]([NH:34][CH3:35])=[O:33])[C:21]=6[CH:36]=5)[CH:14]=[CH:13][C:12]=4[CH2:43][CH:44]([CH2:45][CH2:46][OH:47])[N:6]3[C:7]=2[CH:8]=[CH:9][CH:10]=1. Procedure: A solution of (Z and E)-5-(6-(4-fluoro-1H-indol-2-yl)-5-(4-hydroxybut-1-en-1-yl)pyridin-2-yl)-2-(4-fluorophenyl)-N-methyl-6-(N-methylmethylsulfonamido)benzofuran-3-carboxamide (300 mg, 0.457 mmol) in DMAc (9 mL) was added K3PO4.3H2O (606 mg, 2.28 mmol) under N2. It was put into a pre-heated oil-bath at 110° C. for 3 hours. The mixture was diluted with H2O and it was extracted with EtOAc (500 mL×5). The combined organic phase was washed with brine, and dried over Na2SO4. The crude product was pur...